This data is from the Open Reaction Database (ORD), a public repository of structured organic reaction records. The task is: describe an organic reaction: reactants, conditions, products, and yield The reactants are [Si](C)(C)(C(C)(C)C)OC1=CC=C(C=C1)Br (4-tert-butyldimethylsilyloxybromobenzene), C(CCC)[Li] (n-butyllithium), [Cl-].[NH4+] (ammonium chloride), B(OC(C)C)(OC(C)C)OC(C)C (triisopropyl borate). Solvent: O1CCCC1 (tetrahydrofuran), CCCCCC (n-hexane). Reaction conditions: temperature -60 celsius, time 1 hour. Yields the product [Si](C)(C)(C(C)(C)C)OC1=CC=C(C=C1)B(O)O (4-tert-butyldimethylsilyloxyphenylboronic acid). RXN SMILES: [Si:1]([O:8][C:9]1[CH:14]=[CH:13][C:12](Br)=[CH:11][CH:10]=1)([C:4]([CH3:7])([CH3:6])[CH3:5])([CH3:3])[CH3:2].C([Li])CCC.[B:21](OC(C)C)([O:26]C(C)C)[O:22]C(C)C.[Cl-].[NH4+]>O1CCCC1.CCCCCC>[Si:1]([O:8][C:9]1[CH:14]=[CH:13][C:12]([B:21]([OH:26])[OH:22])=[CH:11][CH:10]=1)([C:4]([CH3:7])([CH3:6])[CH3:5])([CH3:3])[CH3:2] |f:3.4|. Procedure details: To a solution of 4-tert-butyldimethylsilyloxybromobenzene (11.49 g) in tetrahydrofuran (100 ml) was added a solution of n-butyllithium in n-hexane (1.59M, 32.7 ml) dropwise at −55° C. under a nitrogen atmosphere, and the mixture was stirred for 1 hour at −60° C. To the reaction mixture was added triisopropyl borate (12.84 ml), and the mixture was stirred at −60° C. for 1 hour. The reaction mixture was warmed to ambient temperature, poured into a saturated aqueous ammonium chloride solution and e... The reactants are Cc1nc(S(=O)(=O)Cl)cn1C, CN(C)c1ccncc1, CCN(C(C)C)C(C)C, Cl, CN(C)C=O, NC(=O)c1cc(-c2ccccc2)cc2c(C3CCNCC3)n[nH]c12. Yields the product Cc1nc(S(=O)(=O)N2CCC(c3n[nH]c4c(C(N)=O)cc(-c5ccccc5)cc34)CC2)cn1C. RXN SMILES: [CH3:35][n:36]1[c:37]([CH3:45])[n:38][c:39]([S:41](=[O:42])(=[O:43])[Cl:44])[cH:40]1.[CH3:51][N:52]([c:53]1[cH:54][cH:55][n:56][cH:57][cH:58]1)[CH3:59].[CH:26]([N:27]([CH:28]([CH3:29])[CH3:30])[CH2:31][CH3:32])([CH3:33])[CH3:34].[ClH:1].[O:46]=[CH:47][N:48]([CH3:49])[CH3:50].[c:2]1(-[c:8]2[cH:9][c:10]3[c:11]([CH:20]4[CH2:21][CH2:22][NH:23][CH2:24][CH2:25]4)[n:12][nH:13][c:14]3[c:15]([C:17](=[O:18])[NH2:19])[cH:16]2)[cH:3][cH:4][cH:5][cH:6][cH:7]1>>[c:2]1(-[c:8]2[cH:9][c:10]3[c:11]([CH:20]4[CH2:21][CH2:22][N:23]([S:41]([c:39]5[n:38][c:37]([CH3:45])[n:36]([CH3:35])[cH:40]5)(=[O:42])=[O:43])[CH2:24][CH2:25]4)[n:12][nH:13][c:14]3[c:15]([C:17](=[O:18])[NH2:19])[cH:16]2)[cH:3][cH:4][cH:5][cH:6][cH:7]1. Procedure details: 13.9 g. (0.1 mole) of N-methyl-N-[1-methyl-2-(2-furyl)-ethyl] amine are dissolved in 80 ml. of dioxane, whereupon 6 g. of paraformaldehyde and 1 g. of cuprous chloride are added and gaseous acetylene is introduced into the solution at 80° C. under stirring for 30 hours. The reaction mixture is filtered and the filtrate is evaporated. The residue is dissolved in benzene, the benzene solution is washed with water, dried over potassium carbonate and evaporated. The residue is distilled off in vacuo... Reaction SMILES: [CH3:1][NH:2][CH:3]([CH3:10])[CH2:4][C:5]1[O:6][CH:7]=[CH:8][CH:9]=1.[CH2:11]=O.C#C.O1[CH2:20][CH2:19]OCC1>>[CH3:1][N:2]([C:11]#[C:19][CH3:20])[CH:3]([CH3:10])[CH2:4][C:5]1[O:6][CH:7]=[CH:8][CH:9]=1. Run at time 30 hour. Yields the product CN(C(CC=1OC=CC1)C)C#CC (N-methyl-N-[1-methyl-2-(2-furyl)-ethyl]-propynyl amine). Reactants: CNC(CC=1OC=CC1)C (N-methyl-N-[1-methyl-2-(2-furyl)-ethyl] amine), C#C (acetylene), O1CCOCC1 (dioxane), C=O (paraformaldehyde), cuprous chloride. Starting materials: CN1CCN(c2ccc([N+](=O)[O-])c(Br)c2)CC1, O=C([O-])[O-], CO, COCCOC, CCCCCC, ClCCl, OB(O)c1ccccc1F, [Na+], [Na+], c1ccc(P(c2ccccc2)c2ccccc2)cc1, c1ccc(P(c2ccccc2)(c2ccccc2)[Pd](P(c2ccccc2)(c2ccccc2)c2ccccc2)(P(c2ccccc2)(c2ccccc2)c2ccccc2)P(c2ccccc2)(c2ccccc2)c2ccccc2)cc1. Yields the product CN1CCN(c2ccc([N+](=O)[O-])c(-c3ccccc3F)c2)CC1. RXN SMILES: [Br:1][c:2]1[cH:3][c:4]([N:11]2[CH2:12][CH2:13][N:14]([CH3:17])[CH2:15][CH2:16]2)[cH:5][cH:6][c:7]1[N+:8](=[O:9])[O-:10].[C:28](=[O:29])([O-:30])[O-:31].[CH3:145][OH:146].[CH3:53][O:54][CH2:55][CH2:56][O:57][CH3:58].[CH3:59][CH2:60][CH2:61][CH2:62][CH2:63][CH3:64].[Cl:65][CH2:66][Cl:67].[F:18][c:19]1[c:20]([B:25]([OH:26])[OH:27])[cH:21][cH:22][cH:23][cH:24]1.[Na+:32].[Na+:33].[c:34]1([P:35]([c:36]2[cH:37][cH:38][cH:39][cH:40][cH:41]2)[c:42]2[cH:43][cH:44][cH:45][cH:46][cH:47]2)[cH:48][cH:49][cH:50][cH:51][cH:52]1.[cH:68]1[cH:69][cH:70][c:71]([P:72]([Pd:73]([P:74]([c:75]2[cH:76][cH:77][cH:78][cH:79][cH:80]2)([c:81]2[cH:82][cH:83][cH:84][cH:85][cH:86]2)[c:87]2[cH:88][cH:89][cH:90][cH:91][cH:92]2)([P:93]([c:94]2[cH:95][cH:96][cH:97][cH:98][cH:99]2)([c:100]2[cH:101][cH:102][cH:103][cH:104][cH:105]2)[c:106]2[cH:107][cH:108][cH:109][cH:110][cH:111]2)[P:112]([c:113]2[cH:114][cH:115][cH:116][cH:117][cH:118]2)([c:119]2[cH:120][cH:121][cH:122][cH:123][cH:124]2)[c:125]2[cH:126][cH:127][cH:128][cH:129][cH:130]2)([c:131]2[cH:132][cH:133][cH:134][cH:135][cH:136]2)[c:137]2[cH:138][cH:139][cH:140][cH:141][cH:142]2)[cH:143][cH:144]1>>[c:2]1(-[c:20]2[c:19]([F:18])[cH:24][cH:23][cH:22][cH:21]2)[cH:3][c:4]([N:11]2[CH2:12][CH2:13][N:14]([CH3:17])[CH2:15][CH2:16]2)[cH:5][cH:6][c:7]1[N+:8](=[O:9])[O-:10]. Reactants: N1(C)C(=O)N(C)C=2N=CNC2C1=O (theophylline), Cl.N1=CC=CC=C1 (pyridine hydrochloride), C=O (paraformaldehyde), hydrate. Yields the product [Cl-].N1(CC=CC=C1)CN1C=NC=2N(C(N(C)C(C12)=O)=O)C (7-(1-pyridyl)methyl theophylline chloride). Isolated yield 78.2%. RXN SMILES: [N:1]1([C:12](=[O:13])[C:11]2[NH:10][CH:9]=[N:8][C:7]=2[N:5]([CH3:6])[C:3]1=[O:4])[CH3:2].[ClH:14].[N:15]1[CH:20]=[CH:19][CH:18]=[CH:17][CH:16]=1.[CH2:21]=O>>[Cl-:14].[N:15]1([CH2:21][N:10]2[C:11]3[C:12](=[O:13])[N:1]([CH3:2])[C:3](=[O:4])[N:5]([CH3:6])[C:7]=3[N:8]=[CH:9]2)[CH:20]=[CH:19][CH:18]=[CH:17][CH2:16]1 |f:1.2,4.5|. Reported procedure: A suspension of 3.60 g (0.02 mole) of theophylline, 2.30 g (0.02 mole) of pyridine hydrochloride and 0.7 g (0.023 mole) of paraformaldehyde was heated at 80° for 24 hr. Upon cooling, crystals immediately formed in the solution. The crystals were filtered and dried in vacuo to give 4.83 g (28% yield) of the desired compound as its hydrate. Starting materials: CCOC(C)=O, CC=C(CC)C1NC(=O)CC(c2cccc(Cl)c2)C12C(=O)Nc1cc(Cl)ccc12, O=[Pt]. The product is CCC(CC)C1NC(=O)CC(c2cccc(Cl)c2)C12C(=O)Nc1cc(Cl)ccc12. As a reaction SMILES: [CH3:30][CH2:31][O:32][C:33](=[O:34])[CH3:35].[Cl:1][c:2]1[cH:3][cH:4][c:5]2[c:9]([cH:10]1)[NH:8][C:7](=[O:11])[C:6]21[CH:12]([C:25](=[CH:26][CH3:27])[CH2:28][CH3:29])[NH:13][C:14](=[O:24])[CH2:15][CH:16]1[c:17]1[cH:18][c:19]([Cl:23])[cH:20][cH:21][cH:22]1.[Pt:36]=[O:37]>>[Cl:1][c:2]1[cH:3][cH:4][c:5]2[c:9]([cH:10]1)[NH:8][C:7](=[O:11])[C:6]21[CH:12]([CH:25]([CH2:26][CH3:27])[CH2:28][CH3:29])[NH:13][C:14](=[O:24])[CH2:15][CH:16]1[c:17]1[cH:18][c:19]([Cl:23])[cH:20][cH:21][cH:22]1. Starting materials: CC1(C)NC(=O)NC1=O, CCOC(C)=O, CN(C)C=O, ClCCCCSc1ccncc1. Product: CC1(C)NC(=O)N(CCCCSc2ccncc2)C1=O. Reaction SMILES: [CH3:1][C:2]1([CH3:9])[C:3](=[O:8])[NH:4][C:5](=[O:7])[NH:6]1.[CH3:22][CH2:23][O:24][C:25](=[O:26])[CH3:27].[CH3:28][N:29]([CH3:30])[CH:31]=[O:32].[Cl:10][CH2:11][CH2:12][CH2:13][CH2:14][S:15][c:16]1[cH:17][cH:18][n:19][cH:20][cH:21]1>>[CH3:1][C:2]1([CH3:9])[C:3](=[O:8])[N:4]([CH2:11][CH2:12][CH2:13][CH2:14][S:15][c:16]2[cH:17][cH:18][n:19][cH:20][cH:21]2)[C:5](=[O:7])[NH:6]1. The reactants are 140C, C1(CC1)C(=O)OCC(=O)C1=CC=C(C=C1)Br (2-(4-bromophenyl)-2-oxoethyl cyclopropane carboxylate), C(C)(=O)N (acetamide), B(F)(F)F.CCOCC (BF3 Et2O). Run in O (water). Yields the product BrC1=CC=C(C=C1)C=1N=C(OC1)C1CC1 (4-(4-bromophenyl)-2-cyclopropyl-1,3-oxazole). Yield: 64.5%. Reaction SMILES: [CH:1]1([C:4]([O:6][CH2:7][C:8]([C:10]2[CH:15]=[CH:14][C:13]([Br:16])=[CH:12][CH:11]=2)=O)=O)[CH2:3][CH2:2]1.C([NH2:20])(=O)C.B(F)(F)F.CCOCC>O>[Br:16][C:13]1[CH:14]=[CH:15][C:10]([C:8]2[N:20]=[C:4]([CH:1]3[CH2:3][CH2:2]3)[O:6][CH:7]=2)=[CH:11][CH:12]=1 |f:2.3|. Procedure details: To a mixture of 2-(4-bromophenyl)-2-oxoethyl cyclopropane carboxylate (6.00 g, 21.19 mmol) and acetamide (6.60 g, 111.73 mmol) was added BF3/Et2O (4 ml). The mixture was heated to 140C for 2.5 h. Upon cooling, water was added, and the mixture was extracted with Et2O (4×125 ml). The combined organic phases were dried with MgSO4 and concentrated in vacuo. The crude material was purified by flash chromatography (CH2Cl2/hexanes, 7:3) to provide the title compound as a yellow solid (3.61 g, 64%). The reactants are FC(C1=C(CN2C=CC3=CC(=CC=C23)\C=C/2\C(NC(S2)=O)=O)C=CC(=C1)C(F)(F)F)(F)F ((5Z)-5-({1-[2,4-bis-(trifluoromethyl)benzyl]-1H-indol-5-yl}methylidene)-2,4-dioxo-1,3-thiazolidine), BrCCCl (2-bromo-1-chloroethane), N1[C@@H](C(=O)O)CCC1 ((D)-proline). Yields the product FC(C1=C(CN2C=CC3=CC(=CC=C23)\C=C/2\C(N(C(S2)=O)CCN2[C@@H](C(=O)O)CCC2)=O)C=CC(=C1)C(F)(F)F)(F)F (1-{2-[(5Z)-5-({1-[2,4-Bis(trifluoromethyl)benzyl]-1H-indol-5-yl}methylidene)-2,4-dioxo-1,3-thiazolidin-3-yl]ethyl}-D-proline). As a reaction SMILES: [F:1][C:2]([F:32])([F:31])[C:3]1[CH:26]=[C:25]([C:27]([F:30])([F:29])[F:28])[CH:24]=[CH:23][C:4]=1[CH2:5][N:6]1[C:14]2[C:9](=[CH:10][C:11](/[CH:15]=[C:16]3/[C:17](=[O:22])[NH:18][C:19](=[O:21])[S:20]/3)=[CH:12][CH:13]=2)[CH:8]=[CH:7]1.Br[CH2:34][CH2:35]Cl.[NH:37]1[CH2:44][CH2:43][CH2:42][C@@H:38]1[C:39]([OH:41])=[O:40]>>[F:32][C:2]([F:1])([F:31])[C:3]1[CH:26]=[C:25]([C:27]([F:29])([F:30])[F:28])[CH:24]=[CH:23][C:4]=1[CH2:5][N:6]1[C:14]2[C:9](=[CH:10][C:11](/[CH:15]=[C:16]3/[C:17](=[O:22])[N:18]([CH2:43][CH2:44][N:37]4[CH2:35][CH2:34][CH2:42][C@@H:38]4[C:39]([OH:41])=[O:40])[C:19](=[O:21])[S:20]/3)=[CH:12][CH:13]=2)[CH:8]=[CH:7]1. Procedure: 1-{2-[(5Z)-5-({1-[2,4-Bis(trifluoromethyl)benzyl]-1H-indol-5-yl}methylidene)-2,4-dioxo-1,3-thiazolidin-3-yl]ethyl}-D-proline was prepared from [(5Z)-5-({1-[2,4-bis-(trifluoromethyl)benzyl]-1H-indol-5-yl}methylidene)-2,4-dioxo-1,3-thiazolidine (from Example 238), 2-bromo-1-chloroethane and (D)-proline following General Procedure G. The reactants are COC(=O)C(COC(F)F)N(Cc1ccccc1)Cc1ccccc1, C1CCOC1, CCOC(C)=O, Cl, [Li+], [OH-]. Yields the product O=C(O)C(COC(F)F)N(Cc1ccccc1)Cc1ccccc1. RXN SMILES: [CH2:1]([c:2]1[cH:3][cH:4][cH:5][cH:6][cH:7]1)[N:8]([CH:9]([C:10](=[O:11])[O:12][CH3:13])[CH2:14][O:15][CH:16]([F:17])[F:18])[CH2:19][c:20]1[cH:21][cH:22][cH:23][cH:24][cH:25]1.[CH2:29]1[O:30][CH2:31][CH2:32][CH2:33]1.[CH3:34][CH2:35][O:36][C:37](=[O:38])[CH3:39].[ClH:28].[Li+:27].[OH-:26]>>[CH2:1]([c:2]1[cH:3][cH:4][cH:5][cH:6][cH:7]1)[N:8]([CH:9]([C:10](=[O:11])[OH:12])[CH2:14][O:15][CH:16]([F:17])[F:18])[CH2:19][c:20]1[cH:21][cH:22][cH:23][cH:24][cH:25]1.